This data is from the Open Reaction Database (ORD), a public repository of structured organic reaction records. The task is: describe an organic reaction: reactants, conditions, products, and yield Reactants: N1C(=CC2=CC=CC=C12)C(=O)N1CCN(CC1)C ((1H-Indol-2-yl)-(4-methyl-piperazin-1-yl)-methanone), C=O (paraformaldehyde), N1CCCC1 (pyrrolidine), [OH-].[Na+] (sodium hydroxide). Run in C(C)(=O)O (acetic acid), O (water). Product: CN1CCN(CC1)C(=O)C=1NC2=CC=CC=C2C1CN1CCCC1 ((4-Methyl-piperazin-1-yl)-(3-pyrrolidin-1-ylmethyl-1H-indol-2-yl)-methanone). As a reaction SMILES: [NH:1]1[C:9]2[C:4](=[CH:5][CH:6]=[CH:7][CH:8]=2)[CH:3]=[C:2]1[C:10]([N:12]1[CH2:17][CH2:16][N:15]([CH3:18])[CH2:14][CH2:13]1)=[O:11].[CH2:19]=O.[NH:21]1[CH2:25][CH2:24][CH2:23][CH2:22]1.[OH-].[Na+]>C(O)(=O)C.O>[CH3:18][N:15]1[CH2:14][CH2:13][N:12]([C:10]([C:2]2[NH:1][C:9]3[C:4]([C:3]=2[CH2:19][N:21]2[CH2:25][CH2:24][CH2:23][CH2:22]2)=[CH:5][CH:6]=[CH:7][CH:8]=3)=[O:11])[CH2:17][CH2:16]1 |f:3.4|. Procedure details: (1H-Indol-2-yl)-(4-methyl-piperazin-1-yl)-methanone (Example 4, 0.231 g) in acetic acid (1.5 mL) at ambient temperature was treated with paraformaldehyde (0.4 g) and pyrrolidine (0.16 mL). The reaction mixture was heated at 60° for 6 h then poured into water and the solution adjusted to basic pH by addition of 1 M sodium hydroxide. The mixture was extracted with dichloromethane. The organic extracts were combined, dried over sodium sulfate, filtered, and concentrated to give crude product. Purif...